Dataset: the Open Reaction Database (ORD), a public repository of structured organic reaction records. Task: describe an organic reaction: reactants, conditions, products, and yield Reactants: C(C)(=O)C1=CC(=C2C=CC=NC2=C1N1CCN(CC1)C(=O)OC)Cl (methyl 4-(7-acetyl-5-chloroquinolin-8-yl)piperazine-1-carboxylate), C(C)(=O)[O-].[NH4+] (ammonium acetate), C(#N)[BH3-].[Na+] (sodium cyanoborohydride), O1CCCC1 (tetrahydrofuran). The solvent is CO (methanol), C(C)#N (acetonitrile). Run at temperature 65 celsius. Product: NC(C)C1=CC(=C2C=CC=NC2=C1N1CCN(CC1)C(=O)OC)Cl (Methyl 4-[7-(1-aminoethyl)-5-chloroquinolin-8-yl]piperazine-1-carboxylate). As a reaction SMILES: [C:1]([C:4]1[C:13]([N:14]2[CH2:19][CH2:18][N:17]([C:20]([O:22][CH3:23])=[O:21])[CH2:16][CH2:15]2)=[C:12]2[C:7]([CH:8]=[CH:9][CH:10]=[N:11]2)=[C:6]([Cl:24])[CH:5]=1)(=O)[CH3:2].C([O-])(=O)C.[NH4+].C([BH3-])#[N:31].[Na+].O1CCCC1>CO.C(#N)C>[NH2:31][CH:1]([C:4]1[C:13]([N:14]2[CH2:19][CH2:18][N:17]([C:20]([O:22][CH3:23])=[O:21])[CH2:16][CH2:15]2)=[C:12]2[C:7]([CH:8]=[CH:9][CH:10]=[N:11]2)=[C:6]([Cl:24])[CH:5]=1)[CH3:2] |f:1.2,3.4|. Procedure: A mixture of methyl 4-(7-acetyl-5-chloroquinolin-8-yl)piperazine-1-carboxylate (0.018 g, 0.052 mmol) and ammonium acetate (0.0399 g, 0.518 mmol) in methanol (0.2 mL) and acetonitrile (0.2 mL) was heated at 65° C. in a sealed tube for 1 hour. After cooling to room temperature, to the resulting mixture was added 1.0 M sodium cyanoborohydride in tetrahydrofuran (0.13 mL, 0.13 mmol). The reaction was heated at 65° C. overnight. The mixture was cooled to room temperature, quenched with sat. NaHCO3 so... Starting materials: CNC12C3=C(OC1CCCC2)C=CC=C3 (N-methyl-6,7,8,9-tetrahydro-9a(5aH)-dibenzofuranamine), C(C)(=O)OC(C)=O (acetic anhydride), C([O-])(O)=O.[Na+] (sodium bicarbonate), Cl (hydrochloric acid). Run in C(Cl)Cl (methylene dichloride). Conditions: time 18 hour. Product: C(C)(=O)N(C12C3=C(OC1CCCC2)C=CC=C3)C (N-acetyl-N-methyl-6,7,8,9-tetrahydro-9a(5aH)-dibenzofuranamine). RXN SMILES: [CH3:1][NH:2][C:3]12[CH2:11][CH2:10][CH2:9][CH2:8]C1O[C:5]1[CH:12]=[CH:13][CH:14]=[CH:15][C:4]2=1.[C:16](OC(=O)C)(=[O:18])[CH3:17].Cl.[C:24](=[O:27])(O)[O-].[Na+]>C(Cl)Cl>[C:16]([N:2]([CH3:1])[C:3]12[CH2:11][CH2:10][CH2:9][CH2:8][CH:24]1[O:27][C:15]1[CH:14]=[CH:13][CH:12]=[CH:5][C:4]2=1)(=[O:18])[CH3:17] |f:3.4|. Reported procedure: General procedure: A reaction mixture prepared from 8.5 g of N-methyl-6,7,8,9-tetrahydro-9a(5aH)-dibenzofuranamine, 50 ml of methylene dichloride and 4.8 g of acetic anhydride is allowed to stand at room temperature for 18 hours. The mixture is washed with one equivalent of 3 N hydrochloric acid, then with dilute sodium bicarbonate solution until slightly basic. The dried methylene chloride phase is evaporated to yield a residue of N-acetyl-N-methyl-6,7,8,9-tetrahydro-9a(5aH)-dibenzofuranamine. ... Reactants: C(=O)NC1=CC=CC(=N1)C(C(=O)O)=NOC (2-(6-formamidopyridin-2-yl)-2-methoxyiminoacetic acid), Cl (hydrochloric acid). The solvent is CO (methanol). Conditions: time 40 minute. Product: NC1=CC=CC(=N1)C(C(=O)O)=NOC (2-(6-aminopyridin-2-yl)-2-methoxyiminoacetic acid). Yield: 118.9%. As a reaction SMILES: C([NH:3][C:4]1[N:9]=[C:8]([C:10](=[N:14][O:15][CH3:16])[C:11]([OH:13])=[O:12])[CH:7]=[CH:6][CH:5]=1)=O.Cl>CO>[NH2:3][C:4]1[N:9]=[C:8]([C:10](=[N:14][O:15][CH3:16])[C:11]([OH:13])=[O:12])[CH:7]=[CH:6][CH:5]=1. Reported procedure: A mixture of 2-(6-formamidopyridin-2-yl)-2-methoxyiminoacetic acid (syn isomer) (5.0 g.) and concentrated hydrochloric acid (2.34 g.) in methanol (50 ml.) was stirred for 40 minutes at ambient temperature. After the removal of methanol from the reaction mixture under reduced pressure, the residue was pulverized in diethyl ether, collected by filtration and then dried to give a pale brown powder of 2-(6-aminopyridin-2-yl)-2-methoxyiminoacetic acid hydrochloric (syn isomer) (5.2 g.). As a reaction SMILES: [Cl:1][c:2]1[cH:3][c:4]([CH2:5][O:6][S:7]([CH3:8])(=[O:9])=[O:10])[cH:11][c:12]([O:14][CH3:15])[cH:13]1.[N-:16]=[N+:17]=[N-:18].[Na+:19].[O:20]=[CH:21][N:22]([CH3:23])[CH3:24]>>[Cl:1][c:2]1[cH:3][c:4]([CH2:5][N:16]=[N+:17]=[N-:18])[cH:11][c:12]([O:14][CH3:15])[cH:13]1. The product is COc1cc(Cl)cc(CN=[N+]=[N-])c1. Reactants: COc1cc(Cl)cc(COS(C)(=O)=O)c1, [N-]=[N+]=[N-], [Na+], CN(C)C=O. Reactants: O=C(Cl)CF, Cc1cc(Br)ccc1NC(=O)c1cc([N+](=O)[O-])ccc1N, c1ccncc1. Product: Cc1cc(Br)ccc1NC(=O)c1cc([N+](=O)[O-])ccc1NC(=O)CF. As a reaction SMILES: [F:22][CH2:23][C:24](=[O:25])[Cl:26].[NH2:1][c:2]1[c:3]([C:4](=[O:5])[NH:6][c:7]2[c:8]([CH3:14])[cH:9][c:10]([Br:13])[cH:11][cH:12]2)[cH:15][c:16]([N+:19](=[O:20])[O-:21])[cH:17][cH:18]1.[cH:27]1[cH:28][cH:29][n:30][cH:31][cH:32]1>>[NH:1]([c:2]1[c:3]([C:4](=[O:5])[NH:6][c:7]2[c:8]([CH3:14])[cH:9][c:10]([Br:13])[cH:11][cH:12]2)[cH:15][c:16]([N+:19](=[O:20])[O-:21])[cH:17][cH:18]1)[C:24]([CH2:23][F:22])=[O:25].